From a dataset of the Open Reaction Database (ORD), a public repository of structured organic reaction records. describe an organic reaction: reactants, conditions, products, and yield The reactants are Cc1ccccc1, CCCC[Sn](CCCC)(CCCC)c1nccn1C, O=C(Nc1ccc(Oc2ccnc3cc(I)sc23)c(F)c1)c1ccnn(-c2ccc(F)cc2)c1=O, c1ccc(P(c2ccccc2)(c2ccccc2)[Pd](P(c2ccccc2)(c2ccccc2)c2ccccc2)(P(c2ccccc2)(c2ccccc2)c2ccccc2)P(c2ccccc2)(c2ccccc2)c2ccccc2)cc1. The product is Cn1ccnc1-c1cc2nccc(Oc3ccc(NC(=O)c4ccnn(-c5ccc(F)cc5)c4=O)cc3F)c2s1. As a reaction SMILES: [CH3:132][c:133]1[cH:134][cH:135][cH:136][cH:137][cH:138]1.[CH3:36][n:37]1[c:38]([Sn:42]([CH2:43][CH2:44][CH2:45][CH3:46])([CH2:47][CH2:48][CH2:49][CH3:50])[CH2:51][CH2:52][CH2:53][CH3:54])[n:39][cH:40][cH:41]1.[F:1][c:2]1[cH:3][c:4]([NH:19][C:20](=[O:21])[c:22]2[c:23](=[O:35])[n:24](-[c:28]3[cH:29][cH:30][c:31]([F:34])[cH:32][cH:33]3)[n:25][cH:26][cH:27]2)[cH:5][cH:6][c:7]1[O:8][c:9]1[c:10]2[c:11]([n:12][cH:13][cH:14]1)[cH:15][c:16]([I:18])[s:17]2.[cH:55]1[cH:56][cH:57][c:58]([P:59]([Pd:60]([P:61]([c:62]2[cH:63][cH:64][cH:65][cH:66][cH:67]2)([c:68]2[cH:69][cH:70][cH:71][cH:72][cH:73]2)[c:74]2[cH:75][cH:76][cH:77][cH:78][cH:79]2)([P:80]([c:81]2[cH:82][cH:83][cH:84][cH:85][cH:86]2)([c:87]2[cH:88][cH:89][cH:90][cH:91][cH:92]2)[c:93]2[cH:94][cH:95][cH:96][cH:97][cH:98]2)[P:99]([c:100]2[cH:101][cH:102][cH:103][cH:104][cH:105]2)([c:106]2[cH:107][cH:108][cH:109][cH:110][cH:111]2)[c:112]2[cH:113][cH:114][cH:115][cH:116][cH:117]2)([c:118]2[cH:119][cH:120][cH:121][cH:122][cH:123]2)[c:124]2[cH:125][cH:126][cH:127][cH:128][cH:129]2)[cH:130][cH:131]1>>[F:1][c:2]1[cH:3][c:4]([NH:19][C:20](=[O:21])[c:22]2[c:23](=[O:35])[n:24](-[c:28]3[cH:29][cH:30][c:31]([F:34])[cH:32][cH:33]3)[n:25][cH:26][cH:27]2)[cH:5][cH:6][c:7]1[O:8][c:9]1[c:10]2[c:11]([n:12][cH:13][cH:14]1)[cH:15][c:16](-[c:38]1[n:37]([CH3:36])[cH:41][cH:40][n:39]1)[s:17]2.